From a dataset of the Open Reaction Database (ORD), a public repository of structured organic reaction records. describe an organic reaction: reactants, conditions, products, and yield Starting materials: O (water), [H-].[Na+] (sodium hydride), BrCCOCC (2-bromoethylethyl ether), BrC1=CC=C(CO)C=C1 (4-bromobenzyl alcohol). Run in CN(C)C=O (DMF). Reaction conditions: time 3 hour. Yields the product BrC1=CC=C(C=C1)COCCOCC (1-bromo-4-[(2-ethoxyethoxy)methyl]benzene). The yield is 46.6%. As a reaction SMILES: [Br:1][C:2]1[CH:9]=[CH:8][C:5]([CH2:6][OH:7])=[CH:4][CH:3]=1.[H-].[Na+].Br[CH2:13][CH2:14][O:15][CH2:16][CH3:17].O>CN(C=O)C>[Br:1][C:2]1[CH:9]=[CH:8][C:5]([CH2:6][O:7][CH2:13][CH2:14][O:15][CH2:16][CH3:17])=[CH:4][CH:3]=1 |f:1.2|. Reported procedure: In DMF (120 ml) was dissolved 4-bromobenzyl alcohol (15 g). To the mixture was added under ice-cooling 65% sodium hydride (3.0 g), and the mixture was stirred at room temperature for 3 hours. To the mixture was added dropwise at room temperature 2-bromoethylethyl ether (11.4 g), and the mixture was stirred at room temperature for 3 hours. The reaction mixture was added to water, and the mixture was extracted with ethyl acetate, washed with saturated brine and dried with magnesium sulfate. Under ... The reactants are BrC1=C(C(=NS1)C)[N+](=O)[O-] (5-bromo-3-methyl-4-nitro-isothiazole), O=C1N(C(C2=CC=CC=C12)=O)[K] ((1,3-dioxoisoindolin-2-yl)potassium), CN(C)C=O (DMF). Reaction SMILES: Br[C:2]1[S:6][N:5]=[C:4]([CH3:7])[C:3]=1[N+:8]([O-:10])=[O:9].[O:11]=[C:12]1[C:20]2[C:15](=[CH:16][CH:17]=[CH:18][CH:19]=2)[C:14](=[O:21])[N:13]1[K].CN([CH:26]=[O:27])C>>[CH3:7][C:4]1[C:3]([N+:8]([O-:10])=[O:9])=[C:2]([NH:13][C:14]([C:15]2[CH:16]=[CH:17][CH:18]=[CH:19][C:20]=2[C:12]([O:27][CH3:26])=[O:11])=[O:21])[S:6][N:5]=1. Run at time 8 hour. The product is CC1=NSC(=C1[N+](=O)[O-])NC(=O)C1=C(C(=O)OC)C=CC=C1 (methyl 2-((3-methyl-4-nitroisothiazol-5-yl)carbamoyl)benzoate). Procedure: A mixture of 5-bromo-3-methyl-4-nitro-isothiazole (200 mg, 0.8967 mmol), (1,3-dioxoisoindolin-2-yl)potassium (174.4 mg, 0.9415 mmol) in dry DMF (2 mL) was stirred at RT overnight. The mixture was quenched by the addition of methanol, stirred at RT for 1 h, then the reaction mixture was concentrated in vacuo. The residue was triturated in a small volume of dry MeOH. The precipitate was collected by filtration and dried in vacuo, yielding methyl 2-((3-methyl-4-nitroisothiazol-5-yl)carbamoyl)benzoa... The reactants are BrC=1C=CC(=C(C1)C(C(=O)OCC)=C(O)C1=CC=C(C=C1)F)[N+](=O)[O-] (ethyl 2-(5-bromo-2-nitrophenyl)-3-(4-fluorophenyl)-3-hydroxyacrylate), CC(=O)O (AcOH). Reagents/catalysts: [Fe] (Iron). Solvent: CCOC(=O)C (EtOAc), CCO (EtOH). Run at time 1.5 hour. Yields the product BrC=1C=C2C(=C(NC2=CC1)C1=CC=C(C=C1)F)C(=O)OCC (Ethyl 5-bromo-2-(4-fluorophenyl)-1H-indole-3-carboxylate). Yield: 38.5%. RXN SMILES: [Br:1][C:2]1[CH:3]=[CH:4][C:5]([N+:23]([O-])=O)=[C:6]([C:8](=[C:14]([C:16]2[CH:21]=[CH:20][C:19]([F:22])=[CH:18][CH:17]=2)O)[C:9]([O:11][CH2:12][CH3:13])=[O:10])[CH:7]=1.CC(O)=O>CCO.CCOC(C)=O.[Fe]>[Br:1][C:2]1[CH:7]=[C:6]2[C:5](=[CH:4][CH:3]=1)[NH:23][C:14]([C:16]1[CH:21]=[CH:20][C:19]([F:22])=[CH:18][CH:17]=1)=[C:8]2[C:9]([O:11][CH2:12][CH3:13])=[O:10]. Procedure: Iron powder (710 mg, 13 mmol) was added to a stirred solution of ethyl 2-(5-bromo-2-nitrophenyl)-3-(4-fluorophenyl)-3-hydroxyacrylate (1.0 g, 2.4 mmol) in EtOH (20 mL)/AcOH (16 mL) in a 250 mL round bottomed flask. The flask was immediated placed in a preheated (100° C.) oil bath under an air condenser and the slurry was stirred vigorously. After 1.5 h, the reaction was cooled to r.t., diluted with EtOAc (200 mL), and the solids were removed by filtration. The filtrate was washed with water repe... Starting materials: COc1cc2c(=O)[nH]cnc2cc1OCc1ccncc1, Cc1ccccc1, CN(C)C=O, O=S(Cl)Cl. The product is COc1cc2c(Cl)ncnc2cc1OCc1ccncc1. As a reaction SMILES: [CH3:1][O:2][c:3]1[cH:4][c:5]2[c:6](=[O:21])[nH:7][cH:8][n:9][c:10]2[cH:11][c:12]1[O:13][CH2:14][c:15]1[cH:16][cH:17][n:18][cH:19][cH:20]1.[CH3:31][c:32]1[cH:33][cH:34][cH:35][cH:36][cH:37]1.[O:22]=[CH:23][N:24]([CH3:25])[CH3:26].[S:27]([Cl:28])([Cl:29])=[O:30]>>[CH3:1][O:2][c:3]1[cH:4][c:5]2[c:6]([Cl:29])[n:7][cH:8][n:9][c:10]2[cH:11][c:12]1[O:13][CH2:14][c:15]1[cH:16][cH:17][n:18][cH:19][cH:20]1. The product is O=C(O)C(Cc1ccc(Br)c(Br)c1)OC(=O)N1CCC(N2CCc3ccccc3NC2=O)CC1. Reactants: C1CCOC1, CCOC(=O)C(Cc1ccc(Br)c(Br)c1)OC(=O)N1CCC(N2CCc3ccccc3NC2=O)CC1, O. As a reaction SMILES: [CH2:38]1[O:39][CH2:40][CH2:41][CH2:42]1.[O:1]=[C:2]1[NH:3][c:4]2[c:5]([cH:33][cH:34][cH:35][cH:36]2)[CH2:6][CH2:7][N:8]1[CH:9]1[CH2:10][CH2:11][N:12]([C:15](=[O:16])[O:17][CH:18]([CH2:19][c:20]2[cH:21][c:22]([Br:27])[c:23]([Br:26])[cH:24][cH:25]2)[C:28](=[O:29])[O:30][CH2:31][CH3:32])[CH2:13][CH2:14]1.[OH2:37]>>[O:1]=[C:2]1[NH:3][c:4]2[c:5]([cH:33][cH:34][cH:35][cH:36]2)[CH2:6][CH2:7][N:8]1[CH:9]1[CH2:10][CH2:11][N:12]([C:15](=[O:16])[O:17][CH:18]([CH2:19][c:20]2[cH:21][c:22]([Br:27])[c:23]([Br:26])[cH:24][cH:25]2)[C:28](=[O:29])[OH:30])[CH2:13][CH2:14]1.